Dataset: the Open Reaction Database (ORD), a public repository of structured organic reaction records. Task: describe an organic reaction: reactants, conditions, products, and yield The reactants are NC[C@@](C(F)(F)F)(CC(C)(C)C1=CC=CC=2CCOC21)O ((2R)-2-(Aminomethyl)-4-(2,3-dihydro-1-benzofuran-7-yl)-1,1,1-trifluoro-4-methyl-2-pentanol), O1CCC2=C1C(=CC=C2)C(C[C@](C(F)(F)F)(O)CN[C@H](C)C2=CC=CC=C2)(C)C ((2S)-4-(2,3-dihydro-1-benzofuran-7-yl)-1,1,1-trifluoro-4-methyl-2-({[(1R)-1-phenylethyl]amino}methyl)-2-pentanol), O1CCC2=C1C(=CC=C2)C(C[C@](C(F)(F)F)(O)CN[C@H](C)C2=CC=CC=C2)(C)C ((2S)-4-(2,3-dihydro-1-benzofuran-7-yl)-1,1,1-trifluoro-4-methyl-2-({[(1R)-1-phenylethyl]amino}methyl)-2-pentanol). Product: NC[C@](C(F)(F)F)(CC(C)(C)C1=CC=CC=2CCOC21)O ((2S)-2-(Aminomethyl)-4-(2,3-dihydro-1-benzofuran-7-yl)-1,1,1-trifluoro-4-methyl-2-pentanol). As a reaction SMILES: [NH2:1][CH2:2][C@:3]([OH:21])([CH2:8][C:9]([C:12]1[C:20]2[O:19][CH2:18][CH2:17][C:16]=2[CH:15]=[CH:14][CH:13]=1)([CH3:11])[CH3:10])[C:4]([F:7])([F:6])[F:5].O1C2C(C(C)(C)C[C@@](CN[C@@H](C3C=CC=CC=3)C)(O)C(F)(F)F)=CC=CC=2CC1>>[NH2:1][CH2:2][C@@:3]([OH:21])([CH2:8][C:9]([C:12]1[C:20]2[O:19][CH2:18][CH2:17][C:16]=2[CH:15]=[CH:14][CH:13]=1)([CH3:11])[CH3:10])[C:4]([F:6])([F:7])[F:5]. Procedure details: Similarly prepared to Intermediate 24 by hydrogenolysis of (2S)-4-(2,3-dihydro-1-benzofuran-7-yl)-1,1,1-trifluoro-4-methyl-2-({[(1R)-1-phenylethyl]amino}methyl)-2-pentanol (Intermediate 22). The reactants are BrB(Br)Br, ClCCl, CCOC(C)=O, CCCc1nc(C)n(-c2ccc(OC)cc2)c(=O)c1Cc1ccc(-c2ccccc2C#N)cc1F, O. Yields the product CCCc1nc(C)n(-c2ccc(O)cc2)c(=O)c1Cc1ccc(-c2ccccc2C#N)cc1F. Reaction SMILES: [Br:36][B:37]([Br:38])[Br:39].[CH2:47]([Cl:48])[Cl:49].[CH3:40][CH2:41][O:42][C:43](=[O:44])[CH3:45].[F:1][c:2]1[cH:3][c:4](-[c:28]2[c:29]([C:34]#[N:35])[cH:30][cH:31][cH:32][cH:33]2)[cH:5][cH:6][c:7]1[CH2:8][c:9]1[c:10]([CH2:25][CH2:26][CH3:27])[n:11][c:12]([CH3:24])[n:13](-[c:16]2[cH:17][cH:18][c:19]([O:22][CH3:23])[cH:20][cH:21]2)[c:14]1=[O:15].[OH2:46]>>[F:1][c:2]1[cH:3][c:4](-[c:28]2[c:29]([C:34]#[N:35])[cH:30][cH:31][cH:32][cH:33]2)[cH:5][cH:6][c:7]1[CH2:8][c:9]1[c:10]([CH2:25][CH2:26][CH3:27])[n:11][c:12]([CH3:24])[n:13](-[c:16]2[cH:17][cH:18][c:19]([OH:22])[cH:20][cH:21]2)[c:14]1=[O:15]. Starting materials: CC(C)([C@@H](C)\C=C\[C@@H](C)[C@H]1CC[C@H]2C3=CC=C4C[C@H](C[C@@H]([C@]4(C)[C@H]3CC[C@]12C)O)O)O ((22E)-5,7,22-Ergostatriene-1α,3β,25-triol), [N+](=O)([O-])[O-].[K+] (potassium nitrate). The solvent is CCOCC (ether), O1CCCC1 (tetrahydrofuran). Product: C[C@H](/C=C/[C@H](C)C(C)(C)O)[C@H]1CC[C@@H]\2[C@@]1(CCC/C2=C\C=C/3\C[C@H](C[C@@H](C3=C)O)O)C (1α,25-Dihydroxyvitamin D2). Yield: 22.3%. RXN SMILES: [CH3:1][C:2]([OH:31])([C@H:4](/[CH:6]=[CH:7]/[C@H:8]([C@@H:10]1[C@:27]2([CH3:28])[C@H:13]([C:14]3[C@H:24]([CH2:25][CH2:26]2)[C@:22]2([CH3:23])[C:17]([CH2:18][C@@H:19]([OH:30])[CH2:20][C@@H:21]2[OH:29])=[CH:16][CH:15]=3)[CH2:12][CH2:11]1)[CH3:9])[CH3:5])[CH3:3].[N+]([O-])([O-])=O.[K+]>CCOCC.O1CCCC1>[CH3:9][C@@H:8]([C@@H:10]1[C@@:27]2([CH3:28])[CH2:26][CH2:25][CH2:24]/[C:14](=[CH:15]\[CH:16]=[C:17]3\[CH2:18][C@@H:19]([OH:30])[CH2:20][C@H:21]([OH:29])[C:22]\3=[CH2:23])/[C@@H:13]2[CH2:12][CH2:11]1)/[CH:7]=[CH:6]/[C@@H:4]([C:2]([OH:31])([CH3:1])[CH3:3])[CH3:5] |f:1.2|. Reported procedure: (22E)-5,7,22-Ergostatriene-1α,3β,25-triol (Ia) (100 mg, 0.23 mmol) was dissolved in a mixed solution of ether (950 ml) and tetrahydrofuran (50 ml), and the solution was irradiated with high pressure mercury lamp using an 1.5% aqueous potassium nitrate solution as a filter with water cooling in a nitrogen stream for 3 minutes. From the reaction solution was distilled off the solvent and the residue containing previtamin D was dissolved in ethanol (30 ml) and the solution was refluxed for one hour... Reactants: BrC=1C=C2C(N(CNC2=C2C1C=CC=C2)[C@@H]2[C@H](COCC2)O[Si](C)(C)C(C)(C)C)=O (1,5-anhydro-3-(6-bromo-4-oxo-1,4-dihydrobenzo[h]quinazolin-3(2H)-yl)-2-O-[tert-butyl(dimethyl)silyl]-3,4-dideoxy-L-threo-pentitol), Cl (hydrochloric acid), C(=O)(O)[O-].[Na+] (NaHCO3), Cl (hydrochloric acid). Run in C1CCOC1 (THF). Conditions: time 8 hour. Product: BrC=1C=C2C(N(CN(C2=C2C1C=CC=C2)C)[C@H]2CCOC[C@@H]2O)=O (1,5-anhydro-3-(6-bromo-1-methyl-4-oxo-1,4-dihydrobenzo[h]quinazolin-3(2H)-yl)-2,3-dideoxy-L-threo-pentitol). Reaction SMILES: [Br:1][C:2]1[CH:3]=[C:4]2[C:9](=[C:10]3[CH:15]=[CH:14][CH:13]=[CH:12][C:11]=13)[NH:8][CH2:7][N:6]([C@H:16]1[CH2:21][CH2:20][O:19][CH2:18][C@@H:17]1[O:22][Si](C(C)(C)C)(C)C)[C:5]2=[O:30].Cl.[C:32]([O-])(O)=O.[Na+]>C1COCC1>[Br:1][C:2]1[CH:3]=[C:4]2[C:9](=[C:10]3[CH:15]=[CH:14][CH:13]=[CH:12][C:11]=13)[N:8]([CH3:32])[CH2:7][N:6]([C@@H:16]1[C@@H:17]([OH:22])[CH2:18][O:19][CH2:20][CH2:21]1)[C:5]2=[O:30] |f:2.3|. Procedure details: To a solution of 1,5-anhydro-3-(6-bromo-4-oxo-1,4-dihydrobenzo[h]quinazolin-3(2H)-yl)-2-O-[tert-butyl(dimethyl)silyl]-3,4-dideoxy-L-threo-pentitol (0.89 g, 1.8 mmol) in THF (17.5 mL) was added hydrochloric acid (1 N, 10 mL). Additional concentrated hydrochloric acid (2 mL) was added. After stirring overnight, the solution was basified by addition of saturated, aqueous NaHCO3, then extracted 2× with EtOAc. The organics were washed with brine, dried over MgSO4, filtered, concentrated, and dried to... The reactants are C[O-], CNC, CO, [Na+], CNC(=O)c1c([N+](=O)[O-])cccc1S(=O)(=O)NCC(C)O. The product is CC(O)CNS(=O)(=O)c1cccc([N+](=O)[O-])c1C(=O)N(C)C. As a reaction SMILES: [CH3:22][O-:23].[CH3:25][NH:26][CH3:27].[CH3:28][OH:29].[Na+:24].[OH:1][CH:2]([CH2:3][NH:4][S:5](=[O:6])(=[O:7])[c:8]1[c:9]([C:10](=[O:11])[NH:12][CH3:13])[c:14]([N+:18](=[O:19])[O-:20])[cH:15][cH:16][cH:17]1)[CH3:21]>>[OH:1][CH:2]([CH2:3][NH:4][S:5](=[O:6])(=[O:7])[c:8]1[c:9]([C:10](=[O:11])[N:12]([CH3:13])[CH3:25])[c:14]([N+:18](=[O:19])[O-:20])[cH:15][cH:16][cH:17]1)[CH3:21]. Starting materials: ClC=1C=NC=C(C1Cl)Cl (3,4,5-trichloropyridine), CCN(C(C)C)C(C)C (DIEA), ClC=1C=C(C=CC1)S(=O)(=O)C1CCNCC1 (4-[(3-chlorophenyl)sulfonyl]piperidine). The solvent is O1CCOCC1 (1,4-dioxane). Product: ClC=1C=NC=C(C1N1CCC(CC1)S(=O)(=O)C1=CC(=CC=C1)Cl)Cl (3,5-dichloro-4-{4-[(3-chlorophenyl)sulfonyl]piperidin-1-yl}pyridine). Isolated yield 14.9%. As a reaction SMILES: [Cl:1][C:2]1[CH:3]=[C:4]([S:8]([CH:11]2[CH2:16][CH2:15][NH:14][CH2:13][CH2:12]2)(=[O:10])=[O:9])[CH:5]=[CH:6][CH:7]=1.[Cl:17][C:18]1[CH:19]=[N:20][CH:21]=[C:22]([Cl:25])[C:23]=1Cl.CCN(C(C)C)C(C)C>O1CCOCC1>[Cl:17][C:18]1[CH:19]=[N:20][CH:21]=[C:22]([Cl:25])[C:23]=1[N:14]1[CH2:15][CH2:16][CH:11]([S:8]([C:4]2[CH:5]=[CH:6][CH:7]=[C:2]([Cl:1])[CH:3]=2)(=[O:10])=[O:9])[CH2:12][CH2:13]1. Procedure details: Using the procedure from Example 7A, 4-[(3-chlorophenyl)sulfonyl]piperidine (150 mg, 0.58 mmol) was reacted with 3,4,5-trichloropyridine (216 mg, 1.16 mmol), DIEA (0.3 ml, 1.74) and 1,4-dioxane (0.2 ml) to afford the title compound (35 mg), a white solid, in 15% yield. The reactants are C1CCOC1, CO, COC(=O)c1ccc2c(C3CCCCC3)c3n(c2c1)CCNc1ccccc1-3, [Na+], [OH-]. As a reaction SMILES: [CH2:29]1[O:30][CH2:31][CH2:32][CH2:33]1.[CH3:34][OH:35].[CH:1]1([c:7]2[c:8]3[cH:9][cH:10][c:11]([C:25](=[O:26])[O:27][CH3:28])[cH:12][c:13]3[n:14]3[c:20]2-[c:19]2[c:18]([cH:24][cH:23][cH:22][cH:21]2)[NH:17][CH2:16][CH2:15]3)[CH2:2][CH2:3][CH2:4][CH2:5][CH2:6]1.[Na+:37].[OH-:36]>>[CH:1]1([c:7]2[c:8]3[cH:9][cH:10][c:11]([C:25](=[O:26])[OH:27])[cH:12][c:13]3[n:14]3[c:20]2-[c:19]2[c:18]([cH:24][cH:23][cH:22][cH:21]2)[NH:17][CH2:16][CH2:15]3)[CH2:2][CH2:3][CH2:4][CH2:5][CH2:6]1. The product is O=C(O)c1ccc2c(C3CCCCC3)c3n(c2c1)CCNc1ccccc1-3. Reactants: C=C1CCC2(CC1)OCCO2, CCOC(=O)C1CCC(=O)CC1, O=C1CCC2(CC1)OCCO2. The product is C=C1CCC(C(=O)OCC)CC1. As a reaction SMILES: [CH2:1]=[C:2]1[CH2:3][CH2:4][C:5]2([O:6][CH2:7][CH2:8][O:9]2)[CH2:10][CH2:11]1.[O:12]=[C:13]1[CH2:14][CH2:15][CH:16]([C:19](=[O:20])[O:21][CH2:22][CH3:23])[CH2:17][CH2:18]1.[O:24]1[C:25]2([CH2:26][CH2:27][C:28](=[O:29])[CH2:30][CH2:31]2)[O:32][CH2:33][CH2:34]1>>[CH2:1]=[C:13]1[CH2:14][CH2:15][CH:16]([C:19](=[O:20])[O:21][CH2:22][CH3:23])[CH2:17][CH2:18]1. Reactants: O=C1C=CCCC1, C[N+]([O-])=CCCc1ccccc1. The product is CN1OC2CCCC(=O)C2C1CCc1ccccc1. Reaction SMILES: [C:13]1(=[O:19])[CH:14]=[CH:15][CH2:16][CH2:17][CH2:18]1.[c:1]1([CH2:7][CH2:8][CH:9]=[N+:10]([CH3:11])[O-:12])[cH:2][cH:3][cH:4][cH:5][cH:6]1>>[c:1]1([CH2:7][CH2:8][CH:9]2[N:10]([CH3:11])[O:12][CH:15]3[CH:14]2[C:13](=[O:19])[CH2:18][CH2:17][CH2:16]3)[cH:2][cH:3][cH:4][cH:5][cH:6]1. Starting materials: [K+].[Br-] (KBr), C([O-])([O-])=O.[K+].[K+] (potassium carbonate), Ar-NO2, FC1=C(C=C(C=C1)[N+](=O)[O-])C(F)(F)F (1-fluoro-4-nitro-2-trifluoromethylbenzene), C(C#C)N (2-propyn-1-amine). Solvent: O (water), CS(=O)C (DMSO), C(C)N(CC)CC (triethylamine). The product is C(C#C)NC1=C(C=C(C=C1)[N+](=O)[O-])C(F)(F)F (N-(2-Propynyl)-4-nitro-2-trifluoromethylaniline). RXN SMILES: C(=O)([O-])[O-].[K+].[K+].[CH2:7]([NH2:10])[C:8]#[CH:9].F[C:12]1[CH:17]=[CH:16][C:15]([N+:18]([O-:20])=[O:19])=[CH:14][C:13]=1[C:21]([F:24])([F:23])[F:22].[K+].[Br-]>CS(C)=O.O.C(N(CC)CC)C>[CH2:7]([NH:10][C:12]1[CH:17]=[CH:16][C:15]([N+:18]([O-:20])=[O:19])=[CH:14][C:13]=1[C:21]([F:22])([F:23])[F:24])[C:8]#[CH:9] |f:0.1.2,5.6|. Procedure details: To a suspension of potassium carbonate (20.0 g) in DMSO (7 ml) was added triethylamine (3 ml) and 2-propyn-1-amine(7.92 g, 1.44×10-1 mole). The reaction mixture was cooled in an ice bath while 1-fluoro-4-nitro-2-trifluoromethylbenzene (30.13 g, 1.44×10-1 mole) was added gradually with stirring. The mixture was gradually allowed to warm to room temperature and stirred for 24 hours. The reaction mixture was poured into excess water and extracted with ethyl acetate. The ethyl acetate solution was d...